Dataset: the Open Reaction Database (ORD), a public repository of structured organic reaction records. Task: describe an organic reaction: reactants, conditions, products, and yield The product is FC(F)(F)c1cc(-c2nccs2)c2[nH]c(N3CCN(c4ncccc4C(F)(F)F)CC3)nc2c1. The reactants are FC(F)(F)c1cc(Br)c2nc(N3CCN(c4ncccc4C(F)(F)F)CC3)[nH]c2c1, CCCC[Sn](CCCC)(CCCC)c1nccs1. RXN SMILES: [Br:1][c:2]1[cH:3][c:4]([C:27]([F:28])([F:29])[F:30])[cH:5][c:6]2[nH:7][c:8]([N:11]3[CH2:12][CH2:13][N:14]([c:17]4[n:18][cH:19][cH:20][cH:21][c:22]4[C:23]([F:24])([F:25])[F:26])[CH2:15][CH2:16]3)[n:9][c:10]12.[CH2:31]([Sn:32]([CH2:33][CH2:34][CH2:35][CH3:41])([c:36]1[s:37][cH:38][cH:39][n:40]1)[CH2:42][CH2:43][CH2:44][CH3:45])[CH2:46][CH2:47][CH3:48]>>[c:2]1(-[c:36]2[s:37][cH:38][cH:39][n:40]2)[cH:3][c:4]([C:27]([F:28])([F:29])[F:30])[cH:5][c:6]2[n:7][c:8]([N:11]3[CH2:12][CH2:13][N:14]([c:17]4[n:18][cH:19][cH:20][cH:21][c:22]4[C:23]([F:24])([F:25])[F:26])[CH2:15][CH2:16]3)[nH:9][c:10]12. Reactants: Cc1ccc(C#N)c(Br)c1, C1CNCCN1. Product: Cc1ccc(C#N)c(N2CCNCC2)c1. As a reaction SMILES: [Br:1][c:2]1[c:3]([C:4]#[N:5])[cH:6][cH:7][c:8]([CH3:10])[cH:9]1.[CH2:11]1[CH2:12][NH:13][CH2:14][CH2:15][NH:16]1>>[c:2]1([N:13]2[CH2:12][CH2:11][NH:16][CH2:15][CH2:14]2)[c:3]([C:4]#[N:5])[cH:6][cH:7][c:8]([CH3:10])[cH:9]1.